Task: describe an organic reaction: reactants, conditions, products, and yield. Dataset: the Open Reaction Database (ORD), a public repository of structured organic reaction records Reported procedure: 20.00 g (0.13 mol) of ethyl (2S)-2-aminopropanoate hydrochloride were added to a solution of 10.95 g (0.13 mol) of diketene in 500 ml toluene at 0° C. Then, 21.90 g (0.26 mol) NaHCO3 was added and the reaction mixture was stirred overnight at room temperature. Since no more starting material was detected by thin-layer chromatography, the reaction mixture was filtered, evaporated and the residue purified by column chromatography. This gave 19.36 g (0.096 mol, 74% yield) of a colorless oil. The reactants are Cl.N[C@H](C(=O)OCC)C (ethyl (2S)-2-aminopropanoate hydrochloride), C=C1CC(=O)O1 (diketene), C(=O)(O)[O-].[Na+] (NaHCO3). Reaction SMILES: Cl.[NH2:2][C@@H:3]([CH3:9])[C:4]([O:6][CH2:7][CH3:8])=[O:5].[CH2:10]=[C:11]1[O:15][C:13](=[O:14])[CH2:12]1.C([O-])(O)=O.[Na+]>C1(C)C=CC=CC=1>[O:15]=[C:11]([CH3:10])[CH2:12][C:13]([NH:2][C@H:3]([C:4]([O:6][CH2:7][CH3:8])=[O:5])[CH3:9])=[O:14] |f:0.1,3.4|. Reaction conditions: time 8 hour. The yield is 73.8%. The product is O=C(CC(=O)N[C@@H](C)C(=O)OCC)C (Ethyl N-(3-oxobutanoyl)-L-alaninate). Solvent: C1(=CC=CC=C1)C (toluene). Starting materials: C(Br)(Br)(Br)Br (CBr4), C1(CC1)C(CCO)NC(=O)NC(C)C (1-(1-cyclopropyl-3-hydroxy-propyl)-3-isopropyl-urea), C1=CC=C(C=C1)P(C2=CC=CC=C2)C3=CC=CC=C3 (PPh3). Run in C(Cl)Cl (CH2Cl2), C(Cl)Cl (CH2Cl2). Reaction conditions: temperature 0 celsius, time 3 hour. The product is BrCCC(C1CC1)NC(=O)NC(C)C (1-(3-Bromo-1-cyclopropyl-propyl)-3-isopropyl-urea). The yield is 84.8%. RXN SMILES: [CH:1]1([CH:4]([NH:8][C:9]([NH:11][CH:12]([CH3:14])[CH3:13])=[O:10])[CH2:5][CH2:6]O)[CH2:3][CH2:2]1.C(Br)(Br)(Br)[Br:16].C1C=CC(P(C2C=CC=CC=2)C2C=CC=CC=2)=CC=1>C(Cl)Cl>[Br:16][CH2:6][CH2:5][CH:4]([NH:8][C:9]([NH:11][CH:12]([CH3:14])[CH3:13])=[O:10])[CH:1]1[CH2:3][CH2:2]1. Procedure details: The 1-(1-cyclopropyl-3-hydroxy-propyl)-3-isopropyl-urea (0.189 g, 0.950 mmol) was then dissolved in CH2Cl2 (10 mL) and CBr4 (0.477 g, 1.40 mmol) was added and the mixture was cooled to 0° C. To the mixture was added PPh3-polymer-bound resin (0.889 g, 1.40 mmol; 1.6 mmol/g) in portionwise. After stirring for at rt for 3 h, the mixture was diluted with CH2Cl2 (50 mL), filtered, and washed with CH2Cl2/MeOH/Acetone. The combined filtrates were concentrated in vacuo to give 1-(3-Bromo-1-cyclopropyl-p... Reactants: CCO, COCCn1cc(C2CCN(Cc3cccc(C(=O)OC)c3)CC2)c2cccnc21, [Na+], [OH-]. Yields the product COCCn1cc(C2CCN(Cc3cccc(C(=O)O)c3)CC2)c2cccnc21. As a reaction SMILES: [CH2:33]([OH:34])[CH3:35].[CH3:1][O:2][C:3]([c:4]1[cH:5][c:6]([CH2:10][N:11]2[CH2:12][CH2:13][CH:14]([c:17]3[cH:18][n:19]([CH2:26][CH2:27][O:28][CH3:29])[c:20]4[n:21][cH:22][cH:23][cH:24][c:25]34)[CH2:15][CH2:16]2)[cH:7][cH:8][cH:9]1)=[O:30].[Na+:32].[OH-:31]>>[O:2]=[C:3]([c:4]1[cH:5][c:6]([CH2:10][N:11]2[CH2:12][CH2:13][CH:14]([c:17]3[cH:18][n:19]([CH2:26][CH2:27][O:28][CH3:29])[c:20]4[n:21][cH:22][cH:23][cH:24][c:25]34)[CH2:15][CH2:16]2)[cH:7][cH:8][cH:9]1)[OH:30]. Starting materials: ClC1=C(C(=NC=C1)CC)C#CC=1C=CC(=NC1)N (5-(4-Chloro-2-ethyl-pyridin-3-ylethynyl)-pyridin-2-ylamine), [O-]P(=O)([O-])[O-].[K+].[K+].[K+] (K3PO4), COC=1C=C(C=CC1C(=O)OC)B(O)O (3-methoxy-4-methoxycarbonylphenyl boronic acid), CC(C)C1=CC(=C(C(=C1)C(C)C)C2=C(C=CC=C2)P(C3CCCCC3)C4CCCCC4)C(C)C (X-Phos). Reagents/catalysts: C=1C=CC(=CC1)/C=C/C(=O)/C=C/C2=CC=CC=C2.C=1C=CC(=CC1)/C=C/C(=O)/C=C/C2=CC=CC=C2.C=1C=CC(=CC1)/C=C/C(=O)/C=C/C2=CC=CC=C2.[Pd].[Pd] (Pd2(dba)3). Solvent: O1CCOCC1 (dioxane). Yields the product COC(C1=C(C=C(C=C1)C1=C(C(=NC=C1)CC)C#CC=1C=NC(=CC1)N)OC)=O (4-[3-(6-Amino-pyridin-3-ylethynyl)-2-ethyl-pyridin-4-yl]-2-methoxy-benzoic acid methyl ester). Reaction SMILES: Cl[C:2]1[CH:7]=[CH:6][N:5]=[C:4]([CH2:8][CH3:9])[C:3]=1[C:10]#[C:11][C:12]1[CH:13]=[CH:14][C:15]([NH2:18])=[N:16][CH:17]=1.[CH3:19][O:20][C:21]1[CH:22]=[C:23](B(O)O)[CH:24]=[CH:25][C:26]=1[C:27]([O:29][CH3:30])=[O:28].CC(C1C=C(C(C)C)C(C2C=CC=CC=2P(C2CCCCC2)C2CCCCC2)=C(C(C)C)C=1)C.[O-]P([O-])([O-])=O.[K+].[K+].[K+]>O1CCOCC1.C1C=CC(/C=C/C(/C=C/C2C=CC=CC=2)=O)=CC=1.C1C=CC(/C=C/C(/C=C/C2C=CC=CC=2)=O)=CC=1.C1C=CC(/C=C/C(/C=C/C2C=CC=CC=2)=O)=CC=1.[Pd].[Pd]>[CH3:30][O:29][C:27](=[O:28])[C:26]1[CH:25]=[CH:24][C:23]([C:2]2[CH:7]=[CH:6][N:5]=[C:4]([CH2:8][CH3:9])[C:3]=2[C:10]#[C:11][C:12]2[CH:17]=[N:16][C:15]([NH2:18])=[CH:14][CH:13]=2)=[CH:22][C:21]=1[O:20][CH3:19] |f:3.4.5.6,8.9.10.11.12|. Procedure: The title compound is synthesized according to general procedure GP3 starting from 1.5 g (5.0 mmol) 5-(4-Chloro-2-ethyl-pyridin-3-ylethynyl)-pyridin-2-ylamine (A-30) using 1.6 g (7.4 mmol) 3-methoxy-4-methoxycarbonylphenyl boronic acid, 135 mg (0.15 mmol) Pd2(dba)3, 354 mg (0.74 mmol) X-Phos and 2.2 g (9.4 mmol) K3PO4 in 20 mL dioxane. The reaction mixture is stirred under reflux over night. The solvent is removed under reduced pressure before water is added and the formed precipitate is collect... Solvent: C1=CC=CC=C1 (benzene). Reported procedure: 30 ml of benzene was added to 1.00 g of (3R,5R,6R)-6-amino-3-(3-benzylideneamino-2-oxoimidazolidin-1-yl)-3-(p-nitrobenzyloxycarbonyl)-7-oxo-4-thia-1-azabicyclo[3.2.0]heptane and 0.46 g of 3,5-di-tert-butyl-4-hydroxybenzaldehyde. The mixture was subjected to azeotropy and dehydration under reflux for 1 hour using a Dean-Stark aparatus. The reaction mixture was cooled, and the solvent was removed by distillation under reduced pressure to obtain 1.40 g (yield: 98.6%) of (3R,5R,6R)-3-(3-benzylidenea... The product is C(C1=CC=CC=C1)=NN1C(N(CC1)[C@@]1(CN2C([C@H]([C@H]2S1)N=CC1=CC(=C(C(=C1)C(C)(C)C)O)C(C)(C)C)=O)C(=O)OCC1=CC=C(C=C1)[N+](=O)[O-])=O ((3R,5R,6R)-3-(3-benzylideneamino-2-oxoimidazolidin-1-yl)-6-(3,5-di-tert-butyl-4-hydroxybenzylideneamino)-3-(p-nitrobenzyloxycarbonyl)-7-oxo-4-thia-1-azabicyclo[3.2.0]heptane). The reactants are N[C@H]1[C@H]2S[C@](CN2C1=O)(C(=O)OCC1=CC=C(C=C1)[N+](=O)[O-])N1C(N(CC1)N=CC1=CC=CC=C1)=O ((3R,5R,6R)-6-amino-3-(3-benzylideneamino-2-oxoimidazolidin-1-yl)-3-(p-nitrobenzyloxycarbonyl)-7-oxo-4-thia-1-azabicyclo[3.2.0]heptane), C(C)(C)(C)C=1C=C(C=O)C=C(C1O)C(C)(C)C (3,5-di-tert-butyl-4-hydroxybenzaldehyde). As a reaction SMILES: [NH2:1][C@@H:2]1[C:8](=[O:9])[N:7]2[C@@H:3]1[S:4][C@@:5]([N:23]1[CH2:27][CH2:26][N:25]([N:28]=[CH:29][C:30]3[CH:35]=[CH:34][CH:33]=[CH:32][CH:31]=3)[C:24]1=[O:36])([C:10]([O:12][CH2:13][C:14]1[CH:19]=[CH:18][C:17]([N+:20]([O-:22])=[O:21])=[CH:16][CH:15]=1)=[O:11])[CH2:6]2.[C:37]([C:41]1[CH:42]=[C:43]([CH:46]=[C:47]([C:50]([CH3:53])([CH3:52])[CH3:51])[C:48]=1[OH:49])[CH:44]=O)([CH3:40])([CH3:39])[CH3:38]>C1C=CC=CC=1>[CH:29](=[N:28][N:25]1[CH2:26][CH2:27][N:23]([C@@:5]2([C:10]([O:12][CH2:13][C:14]3[CH:15]=[CH:16][C:17]([N+:20]([O-:22])=[O:21])=[CH:18][CH:19]=3)=[O:11])[S:4][C@H:3]3[N:7]([C:8](=[O:9])[C@H:2]3[N:1]=[CH:44][C:43]3[CH:42]=[C:41]([C:37]([CH3:38])([CH3:40])[CH3:39])[C:48]([OH:49])=[C:47]([C:50]([CH3:53])([CH3:52])[CH3:51])[CH:46]=3)[CH2:6]2)[C:24]1=[O:36])[C:30]1[CH:35]=[CH:34][CH:33]=[CH:32][CH:31]=1. Yield: 98.3%. Starting materials: C(C)(C)N[C@@H]1C[C@H]([C@@H](CC1)N1C(C=C(CC1)C1=CC(=CC=C1)C(F)(F)F)=O)CS(=O)(=O)C(C)C (1-[(1R,2R,4S)-4-isopropylamino-2-(propane-2-sulfonylmethyl)cyclohexyl]-4-(3-trifluoromethyl-phenyl)-5,6-dihydro-1H-pyridin-2-one), C(C)=O (acetaldehyde), C(#N)[BH3-].[Na+] (sodium cyanoborohydride). Solvent: CO (methanol). Conditions: time 35 minute. Product: C(C)(C)N([C@H]1C[C@H]([C@H](CC1)N1C(C=C(CC1)C1=CC(=CC=C1)C(F)(F)F)=O)CS(=O)(=O)C(C)C)CC (1-((1S,2R,4R)-4-(isopropyl(ethyl)amino)-2-(isopropylsulfonylmethyl)cyclohexyl)-4-(3-(trifluoromethyl)phenyl)-5,6-dihydropyridin-2(1H)-one). RXN SMILES: [CH:1]([NH:4][C@H:5]1[CH2:10][CH2:9][C@@H:8]([N:11]2[CH2:16][CH2:15][C:14]([C:17]3[CH:22]=[CH:21][CH:20]=[C:19]([C:23]([F:26])([F:25])[F:24])[CH:18]=3)=[CH:13][C:12]2=[O:27])[C@H:7]([CH2:28][S:29]([CH:32]([CH3:34])[CH3:33])(=[O:31])=[O:30])[CH2:6]1)([CH3:3])[CH3:2].[CH:35](=O)[CH3:36].C([BH3-])#N.[Na+]>CO>[CH:1]([N:4]([CH2:35][CH3:36])[C@@H:5]1[CH2:10][CH2:9][C@H:8]([N:11]2[CH2:16][CH2:15][C:14]([C:17]3[CH:22]=[CH:21][CH:20]=[C:19]([C:23]([F:26])([F:24])[F:25])[CH:18]=3)=[CH:13][C:12]2=[O:27])[C@H:7]([CH2:28][S:29]([CH:32]([CH3:34])[CH3:33])(=[O:30])=[O:31])[CH2:6]1)([CH3:3])[CH3:2] |f:2.3|. Procedure details: A solution of 1-[(1R,2R,4S)-4-isopropylamino-2-(propane-2-sulfonylmethyl)cyclohexyl]-4-(3-trifluoromethyl-phenyl)-5,6-dihydro-1H-pyridin-2-one (43 mg) in methanol (1 mL) was treated with acetaldehyde (0.025 mL) and stirred at room temperature. After 35 min, sodium cyanoborohydride (8 mg) was added, and the mixture was stirred at room temperature for 22.5 h. The mixture was concentrated and partitioned between water and ethyl acetate. The aqueous phase was extracted with additional ethyl acetate,...